This data is from the Open Reaction Database (ORD), a public repository of structured organic reaction records. The task is: describe an organic reaction: reactants, conditions, products, and yield Reactants: S(=O)(Cl)Cl (Thionyl chloride), C(C1=CC=CC=C1)(=O)N1CCC(CC1)C(=O)O (1-benzoyl-4-piperidinecarboxylic acid). Reaction conditions: temperature 30 celsius, time 48 hour. Product: C(C1=CC=CC=C1)(=O)N1CCC(CC1)C(=O)Cl (1-benzoyl-4-piperidinecarbonyl chloride). RXN SMILES: S(Cl)([Cl:3])=O.[C:5]([N:13]1[CH2:18][CH2:17][CH:16]([C:19]([OH:21])=O)[CH2:15][CH2:14]1)(=[O:12])[C:6]1[CH:11]=[CH:10][CH:9]=[CH:8][CH:7]=1>>[C:5]([N:13]1[CH2:18][CH2:17][CH:16]([C:19]([Cl:3])=[O:21])[CH2:15][CH2:14]1)(=[O:12])[C:6]1[CH:11]=[CH:10][CH:9]=[CH:8][CH:7]=1. Procedure: Thionyl chloride (2.0 ml, 3.3 g, 27 mmol) was added to 1-benzoyl-4-piperidinecarboxylic acid (0.31 g, 1.33 mmol) at 25° C. After stirring for 48 hours, the solution was warmed to 30° C. and concentrated under a stream of nitrogen. The 1-benzoyl-4-piperidinecarbonyl chloride, sufficiently pure for subsequent reactions, was obtained as a colorless oil which crystallized during storage at 0° C. Procedure details: Under a nitrogen atmosphere, to a solution of lithium borohydride (741 mg) in tetrahydrofuran (50 ml), methyl iodide (1.93 ml) was added dropwise under ice cooling and stirred at room temperature for 10 minutes. To this mixture, a solution of quinoxaline (1.32 g) in tetrahydrofuran (100 ml) was added dropwise over 15 minutes and then stirred at room temperature for 5 minutes. To the reaction mixture, methanol (10 ml) was added and stirred for 5 minutes, followed by addition of additional methano... The reactants are [BH4-].[Li+] (lithium borohydride), N1=CC=NC2=CC=CC=C12 (quinoxaline), CO (methanol), CO (methanol). Product: N1CCNC2=CC=CC=C12 (1,2,3,4-tetrahydroquinoxaline). Reaction conditions: time 10 minute. The solvent is O1CCCC1 (tetrahydrofuran), CI (methyl iodide), O1CCCC1 (tetrahydrofuran). The yield is 86.0%. As a reaction SMILES: [BH4-].[Li+].[N:3]1[C:12]2[C:7](=[CH:8][CH:9]=[CH:10][CH:11]=2)[N:6]=[CH:5][CH:4]=1.CO>O1CCCC1.CI>[NH:3]1[C:12]2[C:7](=[CH:8][CH:9]=[CH:10][CH:11]=2)[NH:6][CH2:5][CH2:4]1 |f:0.1|. Starting materials: [OH-].[Li+] (lithium hydroxide), O1C(=NC2=C1C=CC=C2)N2[C@@H](CCCC2)C(=O)OC (methyl (2S)-1-(1,3-benzoxazol-2-yl)-2-piperidinecarboxylate). Solvent: CO (methanol). Run at time 18 hour. The product is O1C(=NC2=C1C=CC=C2)N2[C@@H](CCCC2)C(=O)O ((2S)-1-(1,3-benzoxazol-2-yl)-2-piperidinecarboxylic acid). The yield is 96.1%. Reaction SMILES: [OH-].[Li+].[O:3]1[C:7]2[CH:8]=[CH:9][CH:10]=[CH:11][C:6]=2[N:5]=[C:4]1[N:12]1[CH2:17][CH2:16][CH2:15][CH2:14][C@H:13]1[C:18]([O:20]C)=[O:19]>CO>[O:3]1[C:7]2[CH:8]=[CH:9][CH:10]=[CH:11][C:6]=2[N:5]=[C:4]1[N:12]1[CH2:17][CH2:16][CH2:15][CH2:14][C@H:13]1[C:18]([OH:20])=[O:19] |f:0.1|. Procedure: Aqueous lithium hydroxide (1N, 51 ml) was added to a solution of methyl (2S)-1-(1,3-benzoxazol-2-yl)-2-piperidinecarboxylate (8.987g) [see Preparation 2] in methanol (306 ml) at 0° C. The reaction mixture was stirred at room temperature for 18 hours, after which time the solvent was removed under reduced pressure and the residue partitioned between ethyl acetate and water. The aqueous layer was separated and acidified to pH 2 with 2N aqueous hydrochloric acid, the product was extracted with ethy... The yield is 35.5%. Reactants: O (water), FC(S(=O)(=O)OC=1C=CC=2N(N1)N=CC2C2=NC(=NC=C2)NC2CC2)(F)F (3-[2-(cyclopropylamino)-4-pyrimidinyl]pyrazolo[1,5-b]pyridazin-6-yl trifluoromethanesulfonate), C1(=CC=CC=C1)S (benzene thiol), CC(C)(C)[O-].[Na+] (NaOtBu). Yields the product C1(CC1)NC1=NC=CC(=N1)C=1C=NN2N=C(C=CC21)SC2=CC=CC=C2 (N-Cyclopropyl-4-[6-(phenylsulfanyl)pyrazolo[1,5-b]pyridazin-3-yl]-2-pyrimidinamine). Reagents/catalysts: C=1C=CC(=CC1)[P](C=2C=CC=CC2)(C=3C=CC=CC3)[Pd]([P](C=4C=CC=CC4)(C=5C=CC=CC5)C=6C=CC=CC6)([P](C=7C=CC=CC7)(C=8C=CC=CC8)C=9C=CC=CC9)[P](C=1C=CC=CC1)(C=1C=CC=CC1)C=1C=CC=CC1 (Pd(PPh3)4). Reaction SMILES: FC(F)(F)S(O[C:7]1[CH:8]=[CH:9][C:10]2[N:11]([N:13]=[CH:14][C:15]=2[C:16]2[CH:21]=[CH:20][N:19]=[C:18]([NH:22][CH:23]3[CH2:25][CH2:24]3)[N:17]=2)[N:12]=1)(=O)=O.[C:28]1([SH:34])[CH:33]=[CH:32][CH:31]=[CH:30][CH:29]=1.CC([O-])(C)C.[Na+].O>CS(C)=O.C1C=CC([P]([Pd]([P](C2C=CC=CC=2)(C2C=CC=CC=2)C2C=CC=CC=2)([P](C2C=CC=CC=2)(C2C=CC=CC=2)C2C=CC=CC=2)[P](C2C=CC=CC=2)(C2C=CC=CC=2)C2C=CC=CC=2)(C2C=CC=CC=2)C2C=CC=CC=2)=CC=1>[CH:23]1([NH:22][C:18]2[N:17]=[C:16]([C:15]3[CH:14]=[N:13][N:11]4[C:10]=3[CH:9]=[CH:8][C:7]([S:34][C:28]3[CH:33]=[CH:32][CH:31]=[CH:30][CH:29]=3)=[N:12]4)[CH:21]=[CH:20][N:19]=2)[CH2:24][CH2:25]1 |f:2.3,^1:49,51,70,89|. Run at temperature 100 celsius. The solvent is CS(=O)C (DMSO). Procedure details: To a solution of 3-[2-(cyclopropylamino)-4-pyrimidinyl]pyrazolo[1,5-b]pyridazin-6-yl trifluoromethanesulfonate (250 mg, 0.625 mmol) in DMSO (8 mL) was added Pd(PPh3)4 (29 mg, 0.025 mmol), benzene thiol (0.064 mL, 0.625 mmol), and NaOtBu (120 mg, 1.31 mmol). The reaction mixture was heated at an oil bath temperature of 100° C. for about 2 hours. The mixture was cooled to RT and water (40 mL) was added. The aqueous layer was washed with EtOAc (3×60 mL). The combined organic layers were dried (MgSO... Starting materials: ClC=1C(=CC(=C(C1)O)[C@]1(O[C@@H]([C@H]([C@@H]([C@H]1OCC1=CC=CC=C1)OCC1=CC=CC=C1)OCC1=CC=CC=C1)COCC1=CC=CC=C1)CC1(OC1)C)CC1=CC=C(C=C1)CC (5-chloro-4-(4-ethylbenzyl)-2-((2R,3R,4S,5R,6R)-3,4,5-tris(benzyloxy)-6-(benzyloxymethyl)-2-((2-methyloxiran-2-yl)methyl)tetrahydro-2H-pyran-2-yl)phenol), C([O-])([O-])=O.[K+].[K+] (potassium carbonate). Solvent: CN(C)C=O (DMF). Run at temperature 70 celsius. The product is C(C1=CC=CC=C1)O[C@H]1[C@]2(O[C@@H]([C@H]([C@@H]1OCC1=CC=CC=C1)OCC1=CC=CC=C1)COCC1=CC=CC=C1)CC(OC1=CC(=C(C=C12)CC1=CC=C(C=C1)CC)Cl)(C)CO (((2′S,3′R,4′S,5′R,6′R)-3′,4′,5′-tris(benzyloxy)-6′-(benzyloxymethyl)-7-chloro-6-(4-ethylbenzyl)-2-methyl-3′,4′,5′,6′-tetrahydrospiro[chroman-4,2′-pyran]-2-yl)methanol). Yield: 137.0%. As a reaction SMILES: [Cl:1][C:2]1[C:3]([CH2:53][C:54]2[CH:59]=[CH:58][C:57]([CH2:60][CH3:61])=[CH:56][CH:55]=2)=[CH:4][C:5]([C@:9]2([CH2:48][C:49]3([CH3:52])[CH2:51][O:50]3)[C@H:14]([O:15][CH2:16]C3C=CC=CC=3)[C@@H:13]([O:23][CH2:24][C:25]3[CH:30]=[CH:29][CH:28]=[CH:27][CH:26]=3)[C@H:12]([O:31][CH2:32][C:33]3[CH:38]=[CH:37][CH:36]=[CH:35][CH:34]=3)[C@@H:11]([CH2:39][O:40][CH2:41]C3C=CC=CC=3)[O:10]2)=[C:6]([OH:8])[CH:7]=1.C(=O)([O-])[O-].[K+].[K+]>CN(C=O)C>[CH2:16]([O:15][C@@H:14]1[C@@H:13]([O:23][CH2:24][C:25]2[CH:26]=[CH:27][CH:28]=[CH:29][CH:30]=2)[C@H:12]([O:31][CH2:32][C:33]2[CH:38]=[CH:37][CH:36]=[CH:35][CH:34]=2)[C@@H:11]([CH2:39][O:40][CH2:41][C:25]2[CH:30]=[CH:29][CH:28]=[CH:27][CH:26]=2)[O:10][C@:9]21[C:5]1[C:6](=[CH:7][C:2]([Cl:1])=[C:3]([CH2:53][C:54]3[CH:55]=[CH:56][C:57]([CH2:60][CH3:61])=[CH:58][CH:59]=3)[CH:4]=1)[O:8][C:49]([CH2:51][OH:50])([CH3:52])[CH2:48]2)[C:2]1[CH:3]=[CH:4][CH:5]=[CH:6][CH:7]=1 |f:1.2.3|. Procedure details: A mixture of 50 (19 mg, 22.6 μmol) and potassium carbonate (30 mg, 226 μmol) in DMF (2 mL) was heated to 70° C. for 2 h in a closed vial. LCMS indicated a complete conversion to a less polar product. The mixture was evaporated, and the residue was separated between water and DCM. The organic phase was dried (Na2SO4), filtered, and evaporated. The residue was purified by preparatory TLC, developed with 15% EtOAc in petroleum ether to give 51 (13 mg, 68% yield). 1H NMR (300 MHz, CDCl3) δ 7.09-7.31... Starting materials: ice, N1=CN=CC=C1 (pyrimidine), N1C(NC(C=C1)=O)=O (pyrimidine-2,4(1H,3H)-dione), ( III ), O (water), ( III ), BrBr (bromine), ice, II, N1C(NC(C=C1)=O)=O (pyrimidine-2,4(1H,3H)-dione). Solvent: Heterocyclic Compounds. Product: OC=1C(NC(NC1)=O)=O (5-hydroxyprimidine-2,4(1H,3H)-dione), ( IV ). RXN SMILES: BrBr.[NH:3]1[CH:8]=[CH:7][C:6](=[O:9])[NH:5][C:4]1=[O:10].N1C=CC=NC=1.[OH2:17]>>[OH:17][C:7]1[C:6](=[O:9])[NH:5][C:4](=[O:10])[NH:3][CH:8]=1. Procedure details: According to the synthetic method shown in Scheme A, above, bromine is added dropwise to an ice-cooled solution or suspension of a pyrimidine-2,4(1H,3H)-dione derivative of formula (III) in water until the solution or suspension is colored pale yellow. The pyrimidine-2,4(1H,3H)-dione derivatives of formula (III) are prepared, for example, by the methods described in Heterocyclic Compounds 16, The pyrimidine supplement II, D. J. Brown, An Interscience Publication, John Willy & Sons, New York, 198... Starting materials: C[Si](C)(C)CCOCN1CCN(C(=O)OCc2ccccc2)CC1=O, C1CCOC1, CO. Product: C[Si](C)(C)CCOCN1CCNCC1=O. Reaction SMILES: [CH2:1]([O:2][C:3](=[O:4])[N:11]1[CH2:12][C:13](=[O:25])[N:14]([CH2:17][O:18][CH2:19][CH2:20][Si:21]([CH3:22])([CH3:23])[CH3:24])[CH2:15][CH2:16]1)[c:5]1[cH:6][cH:7][cH:8][cH:9][cH:10]1.[CH2:26]1[O:27][CH2:28][CH2:29][CH2:30]1.[CH3:31][OH:32]>>[NH:11]1[CH2:12][C:13](=[O:25])[N:14]([CH2:17][O:18][CH2:19][CH2:20][Si:21]([CH3:22])([CH3:23])[CH3:24])[CH2:15][CH2:16]1.